From a dataset of the Open Reaction Database (ORD), a public repository of structured organic reaction records. describe an organic reaction: reactants, conditions, products, and yield Product: OC1CCC(NC1)C1C(NC(C(N1)=O)C1NCC(CC1)O)=O (3,6 Bis-(5-hydroxy-2piperidinyl)-2,5-Piperazinedione). As a reaction SMILES: ClC1CNC(C2NC(=O)C(C3CCC(Cl)CN3)NC2=O)CC1.O.Cl.Cl.[OH:26][CH:27]1[CH2:32][NH:31][CH:30]([CH:33]2[NH:38][C:37](=[O:39])[CH:36]([CH:40]3[CH2:45][CH2:44][CH:43]([OH:46])[CH2:42][NH:41]3)[NH:35][C:34]2=[O:47])[CH2:29][CH2:28]1>CO>[OH:46][CH:43]1[CH2:42][NH:41][CH:40]([CH:36]2[NH:35][C:34](=[O:47])[CH:33]([CH:30]3[CH2:29][CH2:28][CH:27]([OH:26])[CH2:32][NH:31]3)[NH:38][C:37]2=[O:39])[CH2:45][CH2:44]1 |f:2.3.4|. Run in CO (methanol). Reported procedure: 1.0 G. of 3,6-bis(5-chloro-2-piperidinyl)-2,5-piperazinedione is heated in 50 ml. of water for 1/2 hour on a steam bath. The solution is filtered, neutralized with dilute sodium hydroxide and freeze-dried to a white solid weighing 1.16 g. Purification of 300 mg. is accomplished by chromatography on 6 × 1000 μ on silica gel plate using 5:1:2 n-butanol:acetic acid:water as an eluant to give 165 mg. which is dissolved in 15 ml. of hot methanol. Filter solution and bubble in hydrogen chloride gas. C... Starting materials: ClC1CCC(NC1)C1C(NC(C(N1)=O)C1NCC(CC1)Cl)=O (3,6-bis(5-chloro-2-piperidinyl)-2,5-piperazinedione), O (water), Cl.Cl.OC1CCC(NC1)C1C(NC(C(N1)=O)C1NCC(CC1)O)=O (3,6-bis-(5-hydroxy-2-piperidinyl)-2,5-piperazinedione dihydrochloride). Starting materials: O=C1CCC(=O)N1Br, O=C(OOC(=O)c1ccccc1)c1ccccc1, Cc1cc([N+](=O)[O-])ccn1, ClC(Cl)(Cl)Cl. The product is O=[N+]([O-])c1ccnc(CBr)c1. RXN SMILES: [Br:11][N:12]1[C:13](=[O:14])[CH2:15][CH2:16][C:17]1=[O:18].[C:19]([O:20][O:21][C:22](=[O:23])[c:24]1[cH:25][cH:26][cH:27][cH:28][cH:29]1)(=[O:30])[c:31]1[cH:32][cH:33][cH:34][cH:35][cH:36]1.[CH3:1][c:2]1[n:3][cH:4][cH:5][c:6]([N+:8](=[O:9])[O-:10])[cH:7]1.[Cl:37][C:38]([Cl:39])([Cl:40])[Cl:41]>>[CH2:1]([c:2]1[n:3][cH:4][cH:5][c:6]([N+:8](=[O:9])[O-:10])[cH:7]1)[Br:11]. The reactants are CC(C)(C)c1cc(C=O)cc(C(C)(C)C)c1O, CC(=O)[O-], CC(=O)O, O=C1CNC(=S)N1, [Na+], O. Yields the product CC(C)(C)c1cc(C=C2NC(=S)NC2=O)cc(C(C)(C)C)c1O. Reaction SMILES: [C:1]([CH3:2])([CH3:3])([CH3:4])[c:5]1[cH:6][c:7]([CH:8]=[O:9])[cH:10][c:11]([C:14]([CH3:15])([CH3:16])[CH3:17])[c:12]1[OH:13].[CH3:26][C:27](=[O:28])[O-:29].[CH3:31][C:32](=[O:33])[OH:34].[NH:18]1[C:19](=[S:20])[NH:21][C:22](=[O:23])[CH2:24]1.[Na+:25].[OH2:30]>>[C:1]([CH3:2])([CH3:3])([CH3:4])[c:5]1[cH:6][c:7]([CH:8]=[C:24]2[NH:18][C:19](=[S:20])[NH:21][C:22]2=[O:23])[cH:10][c:11]([C:14]([CH3:15])([CH3:16])[CH3:17])[c:12]1[OH:13]. Starting materials: O=C(O)CCc1ccc(NC(=O)c2ccccc2)cc1, O=C(n1ccnc1)n1ccnc1, CCN, CN(C)C=O, Cl, NO, C1CCOC1. The product is O=C(CCc1ccc(NC(=O)c2ccccc2)cc1)NO. Reaction SMILES: [C:1]([c:2]1[cH:3][cH:4][cH:5][cH:6][cH:7]1)(=[O:8])[NH:9][c:10]1[cH:11][cH:12][c:13]([CH2:16][CH2:17][C:18](=[O:19])[OH:20])[cH:14][cH:15]1.[C:21]([n:22]1[cH:23][cH:24][n:25][cH:26]1)([n:27]1[cH:28][cH:29][n:30][cH:31]1)=[O:32].[CH2:36]([NH2:37])[CH3:38].[CH3:44][N:45]([CH3:46])[CH:47]=[O:48].[ClH:33].[NH2:34][OH:35].[O:39]1[CH2:40][CH2:41][CH2:42][CH2:43]1>>[C:1]([c:2]1[cH:3][cH:4][cH:5][cH:6][cH:7]1)(=[O:8])[NH:9][c:10]1[cH:11][cH:12][c:13]([CH2:16][CH2:17][C:18](=[O:20])[NH:34][OH:35])[cH:14][cH:15]1. Starting materials: C(=O)(OCC1=CC=CC=C1)NCC(=O)NC=1SC(=NN1)SCC1=CC=CC=C1 (2-(N-carbobenzyloxyglycylamino)-5-benzylthio-1,3,4-thiadiazole), C[O-].[Na+] (sodium methoxide), CBr (Methyl bromide). The solvent is O (water), CO (methanol). Conditions: temperature 5 celsius, time 3 hour. The product is C(=O)(OCC1=CC=CC=C1)NCC(=O)N=C1SC(=NN1C)SCC1=CC=CC=C1 (2-(N-Carbobenzyloxyglycylimino)-5-Benzylthio-3-Methyl-1,3,4-Thiadiazoline). As a reaction SMILES: [C:1]([NH:11][CH2:12][C:13]([NH:15][C:16]1[S:17][C:18]([S:21][CH2:22][C:23]2[CH:28]=[CH:27][CH:26]=[CH:25][CH:24]=2)=[N:19][N:20]=1)=[O:14])([O:3][CH2:4][C:5]1[CH:10]=[CH:9][CH:8]=[CH:7][CH:6]=1)=[O:2].[CH3:29][O-].[Na+].CBr>CO.O>[C:1]([NH:11][CH2:12][C:13]([N:15]=[C:16]1[N:20]([CH3:29])[N:19]=[C:18]([S:21][CH2:22][C:23]2[CH:24]=[CH:25][CH:26]=[CH:27][CH:28]=2)[S:17]1)=[O:14])([O:3][CH2:4][C:5]1[CH:6]=[CH:7][CH:8]=[CH:9][CH:10]=1)=[O:2] |f:1.2|. Reported procedure: A solution of the product from Example VIII (ca 30 gm, 0.1 mole) in methanol (200 ml)m containing sodium methoxide (from 2.5 g sodium, 0.11 mole) is warmed in a flask fitted with a Dry Ice condenser, stirred 3 hr., then cooled to 5° C. Methyl bromide gas was then passed through the reaction (0.15 mole) and the solution stirred overnight at room temperature. The solution is diluted with water (200 ml) to give a sticky solid, ca25 gm. this is slurried with cold concentrated sodium hydroxide soluti...